This data is from the Open Reaction Database (ORD), a public repository of structured organic reaction records. The task is: describe an organic reaction: reactants, conditions, products, and yield Reactants: CC(C)NC(=O)C1OC1C1=CC(=CC=C1)Cl (N-(1-methylethyl)-3-(3-chlorophenyl)-2-oxiranecarboxamide), C1(=CC=CC=C1)O (phenol), [H-].[Na+] (sodium hydride), C1COCCOCCOCCOCCOCCO1 (18-crown-6). Solvent: C(C)#N (acetonitrile). Yields the product OC(C(=O)NC(C)C)C(C1=CC(=CC=C1)Cl)OC1=CC=CC=C1 (α-Hydroxy-β-Phenoxy-N-(1-Methylethyl)-3-Chlorobenzenepropanamide). Reaction SMILES: [CH3:1][CH:2]([NH:4][C:5]([CH:7]1[CH:9]([C:10]2[CH:15]=[CH:14][CH:13]=[C:12]([Cl:16])[CH:11]=2)[O:8]1)=[O:6])[CH3:3].[C:17]1([OH:23])[CH:22]=[CH:21][CH:20]=[CH:19][CH:18]=1.[H-].[Na+].C1OCCOCCOCCOCCOCCOC1>C(#N)C>[OH:8][CH:7]([CH:9]([O:23][C:17]1[CH:22]=[CH:21][CH:20]=[CH:19][CH:18]=1)[C:10]1[CH:15]=[CH:14][CH:13]=[C:12]([Cl:16])[CH:11]=1)[C:5]([NH:4][CH:2]([CH3:1])[CH3:3])=[O:6] |f:2.3|. Reported procedure: This compound was prepared from N-(1-methylethyl)-3-(3-chlorophenyl)-2-oxiranecarboxamide (7.2 g.), phenol (3.0 g.), sodium hydride (50% oil dispersion, 1.6 g.), 18-crown-6 (0.9 g.) and acetonitrile (250 ml.) as described in Example 12. The crude product was recrystallized from ether. The compound melted at 160°-162°, and weighed 1.7 g. Starting materials: BrC=1C=CC(=C(C1)C(CO)(CO)[N+](=O)[O-])F (2-(5-bromo-2-fluoro-phenyl)-2-nitro-propane-1,3-diol). The reagents and catalysts are [Zn] (zinc). The solvent is CC(=O)O (AcOH), CC(=O)O (AcOH). Reaction conditions: time 1 hour. Yields the product NC(CO)(CO)C1=C(C=CC(=C1)Br)F (2-Amino-2-(5-bromo-2-fluoro-phenyl)-propane-1,3-diol). As a reaction SMILES: [Br:1][C:2]1[CH:3]=[CH:4][C:5]([F:16])=[C:6]([C:8]([N+:13]([O-])=O)([CH2:11][OH:12])[CH2:9][OH:10])[CH:7]=1>CC(O)=O.[Zn]>[NH2:13][C:8]([C:6]1[CH:7]=[C:2]([Br:1])[CH:3]=[CH:4][C:5]=1[F:16])([CH2:9][OH:10])[CH2:11][OH:12]. Procedure: A solution of 2-(5-bromo-2-fluoro-phenyl)-2-nitro-propane-1,3-diol (7 g, 23.8 mmol) in 35 ml AcOH was added dropwise to a mixture of zinc (9.34 g, 143 mmol) in 35 ml AcOH while the temperature did not rise above 40° C. The mixture was stirred for 1 h, filtered over celite and washed with MeOH. The filtrate was evaporated, diluted with water and washed with TBME. The aqueous layer was basified with 2 N NaOH and NH3 (25%, aqueous), saturated with NaCl and extracted with EtOAc. The organic layer wa... Starting materials: Cl.Cl.C1(CC1)NC(=O)C1=CC=CC=2SC(=CC21)C2=NC(=NC=C2Cl)NCCC2CCNCC2 (2-[5-chloro-2-(2-piperidin-4-ylethylamino)-pyrimidin-4-yl]-benzo[b]thiophene-4-carboxylic acid cyclopropylamide di-hydrochloride), C1(CC1)NC(=O)C1=CC=CC=2SC(=CC21)C2=NC(=NC=C2Br)Cl (2-(5-bromo-2-chloropyrimidin-4-yl)-benzo[b]thiophene-4-carboxylic acid cyclopropylamide), C(C)(C)(C)OC(=O)N1CCN(CC1)CCN (4-(2-aminoethyl)-piperazine-1-carboxylic acid tert-butyl ester). Yields the product Cl.Cl.Cl.C1(CC1)NC(=O)C1=CC=CC=2SC(=CC21)C2=NC(=NC=C2Br)NCCN2CCNCC2 (2-[5-Bromo-2-(2-piperazin-1-ylethylamino)-pyrimidin-4-yl]-benzo[b]thiophene-4-carboxylic acid cyclopropylamide tri-hydrochloride), solid. Yield: 67.0%. Reaction SMILES: [ClH:1].Cl.C1(NC(C2C3C=C(C4C([Cl:24])=CN=C(NCCC5CCNCC5)N=4)SC=3C=CC=2)=O)CC1.[CH:34]1([NH:37][C:38]([C:40]2[C:48]3[CH:47]=[C:46]([C:49]4[C:54]([Br:55])=[CH:53][N:52]=[C:51]([Cl:56])[N:50]=4)[S:45][C:44]=3[CH:43]=[CH:42][CH:41]=2)=[O:39])[CH2:36][CH2:35]1.C(OC([N:64]1[CH2:69][CH2:68][N:67]([CH2:70][CH2:71][NH2:72])[CH2:66][CH2:65]1)=O)(C)(C)C>>[ClH:24].[ClH:56].[ClH:1].[CH:34]1([NH:37][C:38]([C:40]2[C:48]3[CH:47]=[C:46]([C:49]4[C:54]([Br:55])=[CH:53][N:52]=[C:51]([NH:72][CH2:71][CH2:70][N:67]5[CH2:68][CH2:69][NH:64][CH2:65][CH2:66]5)[N:50]=4)[S:45][C:44]=3[CH:43]=[CH:42][CH:41]=2)=[O:39])[CH2:36][CH2:35]1 |f:0.1.2,5.6.7.8|. Procedure: Using the synthetic method of 2-[5-chloro-2-(2-piperidin-4-ylethylamino)-pyrimidin-4-yl]-benzo[b]thiophene-4-carboxylic acid cyclopropylamide di-hydrochloride, the title compound is synthesized from 2-(5-bromo-2-chloropyrimidin-4-yl)-benzo[b]thiophene-4-carboxylic acid cyclopropylamide and 4-(2-aminoethyl)-piperazine-1-carboxylic acid tert-butyl ester and isolated as a yellow solid (67% yield). ES+(m/z) 501 (79Br) and 503 (81Br) [M(free base)+H]. Reactants: CCOC(=O)C1=CC[NH+](C)CC1, [Cl-], N, O. Product: [Cl-], C[NH+]1CC=C(C(N)=O)CC1. RXN SMILES: [CH3:3][NH+:4]1[CH2:5][CH:6]=[C:7]([C:10]([O:12][CH2:11][CH3:13])=[O:14])[CH2:8][CH2:9]1.[Cl-:2].[NH3:1].[OH2:15]>>[Cl-:2].[NH2:1][C:10]([C:7]1=[CH:6][CH2:5][NH+:4]([CH3:3])[CH2:9][CH2:8]1)=[O:12].